Dataset: the Open Reaction Database (ORD), a public repository of structured organic reaction records. Task: describe an organic reaction: reactants, conditions, products, and yield The reactants are CN(C)C=O, CCCCCl, [K+], [K+], c1ccc2c(c1)Cn1cccc1C(C1CCNCC1)O2, O=C([O-])[O-]. The product is CCCCN1CCC(C2Oc3ccccc3Cn3cccc32)CC1. Reaction SMILES: [CH3:32][N:33]([CH3:34])[CH:35]=[O:36].[Cl:21][CH2:22][CH2:23][CH2:24][CH3:25].[K+:26].[K+:27].[NH:1]1[CH2:2][CH2:3][CH:4]([CH:7]2[O:8][c:9]3[c:10]([cH:17][cH:18][cH:19][cH:20]3)[CH2:11][n:12]3[c:13]2[cH:14][cH:15][cH:16]3)[CH2:5][CH2:6]1.[O-:28][C:29]([O-:30])=[O:31]>>[N:1]1([CH2:22][CH2:23][CH2:24][CH3:25])[CH2:2][CH2:3][CH:4]([CH:7]2[O:8][c:9]3[c:10]([cH:17][cH:18][cH:19][cH:20]3)[CH2:11][n:12]3[c:13]2[cH:14][cH:15][cH:16]3)[CH2:5][CH2:6]1. The reactants are C(C)(=O)OCC (ethyl acetate), CC(C#CC1=CC(=C(S1)C(=O)O)N(C(=O)[C@@H]1CC[C@H](CC1)C)[C@@H]1CC[C@H](CC1)O)(C)C (5-(3,3-Dimethyl-but-1-ynyl)-3-[(trans-4-hydroxy-cyclohexyl)-(trans-4-methyl-cyclohexanecarbonyl)-amino]-thiophene-2-carboxylic acid), ClC=1N=NC(=CC1)Cl (3,6-dichloropyridazine), [H-].[Na+] (sodium hydride). Run in CN(C)C=O (DMF). Conditions: time 30 minute. Product: CC(C#CC1=CC(=C(S1)C(=O)O)N([C@@H]1CC[C@H](CC1)OC=1N=NC(=CC1)Cl)C(=O)[C@@H]1CC[C@H](CC1)C)(C)C (5-(3,3-Dimethyl-but-1-ynyl)-3-{(trans-4-methyl-cyclohexanecarbonyl)-[trans-4-(6-chloro-pyridazin-3-yloxy)-cyclohexyl]-amino}-thiophene-2-carboxylic acid). Isolated yield 103.0%. Reaction SMILES: [CH3:1][C:2]([CH3:31])([CH3:30])[C:3]#[C:4][C:5]1[S:9][C:8]([C:10]([OH:12])=[O:11])=[C:7]([N:13]([C@H:23]2[CH2:28][CH2:27][C@H:26]([OH:29])[CH2:25][CH2:24]2)[C:14]([C@H:16]2[CH2:21][CH2:20][C@H:19]([CH3:22])[CH2:18][CH2:17]2)=[O:15])[CH:6]=1.[Cl:32][C:33]1[N:34]=[N:35][C:36](Cl)=[CH:37][CH:38]=1.[H-].[Na+].C(OCC)(=O)C>CN(C=O)C>[CH3:31][C:2]([CH3:30])([CH3:1])[C:3]#[C:4][C:5]1[S:9][C:8]([C:10]([OH:12])=[O:11])=[C:7]([N:13]([C:14]([C@H:16]2[CH2:21][CH2:20][C@H:19]([CH3:22])[CH2:18][CH2:17]2)=[O:15])[C@H:23]2[CH2:28][CH2:27][C@H:26]([O:29][C:36]3[N:35]=[N:34][C:33]([Cl:32])=[CH:38][CH:37]=3)[CH2:25][CH2:24]2)[CH:6]=1 |f:2.3|. Procedure: A mixture of 5-(3,3-Dimethyl-but-1-ynyl)-3-[(trans-4-hydroxy-cyclohexyl)-(trans-4-methyl-cyclohexanecarbonyl)-amino]-thiophene-2-carboxylic acid (53 mg, 0.12 mmol) and 3,6-dichloropyridazine (86 mg, 0.58 mmol) in DMF (0.5 mL) was treated with sodium hydride (58 mg, 1.4 mmol, 60% oil dispersion) in two portions. The mixture was stirred until the bubbling slowed, and was sealed and heated by microwave at 100 deg C. for 30 min. After cooling, ethyl acetate (2-3 mL) was added and the mixture was car... Reactants: ClC1=CC(=NC=N1)OC1=CC=C(N)C=C1 (4-(6-chloro-pyrimidin-4-yl-oxy)-aniline), ClC1=C(C=C(C=C1)N=C=O)C(F)(F)F (4-chloro-3-trifluoromethylphenyl isocyanate). Run in CCOC(=O)C (AcOEt), C(=O)(O)[O-].[Na+] (NaHCO3), O (water), C1CCOC1 (THF), C1CCOC1 (THF). The product is ClC1=CC(=NC=N1)OC1=CC=C(C=C1)NC(=O)NC1=CC(=C(C=C1)Cl)C(F)(F)F (N-(4-(6-Chloropyrimidin-4yl-oxy)phenyl)-N′-(4-chloro-3-trifluoromethyl-phenyl)-urea). RXN SMILES: [Cl:1][C:2]1[N:7]=[CH:6][N:5]=[C:4]([O:8][C:9]2[CH:15]=[CH:14][C:12]([NH2:13])=[CH:11][CH:10]=2)[CH:3]=1.[Cl:16][C:17]1[CH:22]=[CH:21][C:20]([N:23]=[C:24]=[O:25])=[CH:19][C:18]=1[C:26]([F:29])([F:28])[F:27]>C1COCC1.CCOC(C)=O.C([O-])(O)=O.[Na+].O>[Cl:1][C:2]1[N:7]=[CH:6][N:5]=[C:4]([O:8][C:9]2[CH:15]=[CH:14][C:12]([NH:13][C:24]([NH:23][C:20]3[CH:21]=[CH:22][C:17]([Cl:16])=[C:18]([C:26]([F:28])([F:27])[F:29])[CH:19]=3)=[O:25])=[CH:11][CH:10]=2)[CH:3]=1 |f:4.5|. Reported procedure: To a solution of 4-(6-chloro-pyrimidin-4-yl-oxy)-aniline (Stage 21.1; 3.77 g, 15 mmol) in THF (40 ml) under N2-atmosphere, 4-chloro-3-trifluoromethylphenyl isocyanate (4.98 g, 22.5 mmol) dissolved in THF (20 ml) is added. After 1 h at rt the solution is diluted with AcOEt and NaHCO3 in water, the aqueous layer separated off and extracted twice with AcOEt. The organic phases are washed with water and brine, dried (Na2SO4) and concentrated in vacuo. Stirring of the resulting solid in Et2O finally ... Reactants: ClCCl, COc1ccc(CC(C(=O)O)c2ccccc2)cc1, CN(C)C=O, O=S(Cl)Cl. The product is COc1ccc2c(c1)C(=O)C(c1ccccc1)C2. As a reaction SMILES: [CH2:29]([Cl:30])[Cl:31].[CH3:1][O:2][c:3]1[cH:4][cH:5][c:6]([CH2:9][CH:10]([C:11](=[O:12])[OH:13])[c:14]2[cH:15][cH:16][cH:17][cH:18][cH:19]2)[cH:7][cH:8]1.[O:20]=[CH:21][N:22]([CH3:23])[CH3:24].[S:25]([Cl:26])([Cl:27])=[O:28]>>[CH3:1][O:2][c:3]1[cH:4][c:5]2[c:6]([cH:7][cH:8]1)[CH2:9][CH:10]([c:14]1[cH:15][cH:16][cH:17][cH:18][cH:19]1)[C:11]2=[O:13]. The reactants are CS(=O)(=O)O[C@@H]1CC[C@@H](CC1)C1=CC=C(C=C1)C1=C(C=C2C(=N1)N(C(=N2)O[C@H]2[C@@H]1[C@H](OC2)[C@@H](CO1)O[Si](C)(C)C(C)(C)C)COCC[Si](C)(C)C)Cl ((cis)-4-(4-(2-((3R,3aR,6R,6aS)-6-(tert-Butyldimethylsilyloxy)hexahydrofuro[3,2-b]furan-3-yloxy)-6-chloro-3-((2-(trimethylsilyl)ethoxy)methyl)-3H-imidazo[4,5-b]pyridin-5-yl)phenyl)cyclohexyl methanesulfonate), [N-]=[N+]=[N-].[Na+] (sodium azide). Solvent: CN(C=O)C (N,N-dimethylformamide). Reaction conditions: temperature 80 celsius, time 12 hour. Yields the product N(=[N+]=[N-])[C@@H]1CC[C@H](CC1)C1=CC=C(C=C1)C1=C(C=C2C(=N1)N(C(=N2)O[C@H]2[C@@H]1[C@H](OC2)[C@@H](CO1)O[Si](C)(C)C(C)(C)C)COCC[Si](C)(C)C)Cl (5-(4-((trans)-4-Azidocyclohexyl)phenyl)-2-((3R,3aR,6R,6aS)-6-(tert-butyldimethylsilyloxy)hexahydrofuro[3,2-b]furan-3-yloxy)-6-chloro-3-((2-(trimethylsilyl)-ethoxy)methyl)-3H-imidazo[4,5-b]pyridine). As a reaction SMILES: CS(O[C@H:6]1[CH2:11][CH2:10][C@@H:9]([C:12]2[CH:17]=[CH:16][C:15]([C:18]3[N:23]=[C:22]4[N:24]([CH2:44][O:45][CH2:46][CH2:47][Si:48]([CH3:51])([CH3:50])[CH3:49])[C:25]([O:27][C@@H:28]5[CH2:32][O:31][C@@H:30]6[C@H:33]([O:36][Si:37]([C:40]([CH3:43])([CH3:42])[CH3:41])([CH3:39])[CH3:38])[CH2:34][O:35][C@H:29]56)=[N:26][C:21]4=[CH:20][C:19]=3[Cl:52])=[CH:14][CH:13]=2)[CH2:8][CH2:7]1)(=O)=O.[N-:53]=[N+:54]=[N-:55].[Na+]>CN(C)C=O>[N:53]([C@H:6]1[CH2:7][CH2:8][C@H:9]([C:12]2[CH:13]=[CH:14][C:15]([C:18]3[N:23]=[C:22]4[N:24]([CH2:44][O:45][CH2:46][CH2:47][Si:48]([CH3:51])([CH3:49])[CH3:50])[C:25]([O:27][C@@H:28]5[CH2:32][O:31][C@@H:30]6[C@H:33]([O:36][Si:37]([C:40]([CH3:43])([CH3:41])[CH3:42])([CH3:39])[CH3:38])[CH2:34][O:35][C@H:29]56)=[N:26][C:21]4=[CH:20][C:19]=3[Cl:52])=[CH:16][CH:17]=2)[CH2:10][CH2:11]1)=[N+:54]=[N-:55] |f:1.2|. Reported procedure: (cis)-4-(4-(2-((3R,3aR,6R,6aS)-6-(tert-Butyldimethylsilyloxy)hexahydrofuro[3,2-b]furan-3-yloxy)-6-chloro-3-((2-(trimethylsilyl)ethoxy)methyl)-3H-imidazo[4,5-b]pyridin-5-yl)phenyl)cyclohexyl methanesulfonate (295 mg) is dissolved in N,N-dimethylformamide (5 mL), treated with sodium azide (52 mg) and stirred for 12 hours at 80° C. The mixture is partitioned between ethylacetate and saturated aqueous NH4Cl solution. The organic phase is dried (MgSO4) and concentrated. The residue is chromatographed... The reactants are trifluoroacylhydrazone, C(C)(=O)OCC.C(Cl)Cl (ethyl acetate CH2Cl2), CN(\N=C\C(C(F)(F)F)=O)C ((E)-3-(2,2-dimethylhydrazono)-1,1,1-trifluoropropan-2-one), CN(\N=C\C(C(F)(F)F)=O)C ((E)-3-(2,2-dimethylhydrazono)-1,1,1-trifluoropropan-2-one), C(C)(=O)[O-].[NH4+] (ammonium acetate), C1(CC1)C=1C(=CC2=C(C(=C(O2)C2=CC=C(C=C2)F)C=O)C1)N(S(=O)(=O)C)CCC(C)C (N-(5-cyclopropyl-2-(4-fluorophenyl)-3-formylbenzofuran-6-yl)-N-isopentylmethanesulfonamide), CN(\N=C\C(C(F)(F)F)=O)C ((E)-3-(2,2-dimethylhydrazono)-1,1,1-trifluoropropan-2-one). Run in C(C)(=O)OCC (ethyl acetate), C(C)(=O)O (acetic acid). Conditions: time 1 hour. Product: C1(CC1)C=1C(=CC2=C(C(=C(O2)C2=CC=C(C=C2)F)C=2NC=C(N2)C(F)(F)F)C1)N(S(=O)(=O)C)CCC(C)C (N-{5-cyclopropyl-2-(4-fluorophenyl)-3-[4-(trifluoromethyl)-1H-imidazol-2-yl]-1-benzofuran-6-yl}-N-(3-methylbutyl)methanesulfonamide). Isolated yield 23.2%. RXN SMILES: CN(C)/[N:3]=[CH:4]/[C:5](=O)[C:6]([F:9])([F:8])[F:7].C([O-])(=O)C.[NH4+:16].[CH:17]1([C:20]2[C:21]([N:38]([CH2:43][CH2:44][CH:45]([CH3:47])[CH3:46])[S:39]([CH3:42])(=[O:41])=[O:40])=[CH:22][C:23]3[O:27][C:26]([C:28]4[CH:33]=[CH:32][C:31]([F:34])=[CH:30][CH:29]=4)=[C:25]([CH:35]=O)[C:24]=3[CH:37]=2)[CH2:19][CH2:18]1.C(OCC)(=O)C.C(Cl)Cl>C(O)(=O)C.C(OCC)(=O)C>[CH:17]1([C:20]2[C:21]([N:38]([CH2:43][CH2:44][CH:45]([CH3:47])[CH3:46])[S:39]([CH3:42])(=[O:40])=[O:41])=[CH:22][C:23]3[O:27][C:26]([C:28]4[CH:33]=[CH:32][C:31]([F:34])=[CH:30][CH:29]=4)=[C:25]([C:35]4[NH:3][CH:4]=[C:5]([C:6]([F:7])([F:8])[F:9])[N:16]=4)[C:24]=3[CH:37]=2)[CH2:19][CH2:18]1 |f:1.2,4.5|. Procedure: To a mixture of (E)-3-(2,2-dimethylhydrazono)-1,1,1-trifluoropropan-2-one (9.48 mg, 0.056 mmol) and ammonium acetate (174 mg, 2.255 mmol) in acetic acid (450 μL) was added solid N-(5-cyclopropyl-2-(4-fluorophenyl)-3-formylbenzofuran-6-yl)-N-isopentylmethanesulfonamide (50 mg, 0.113 mmol, prepared as described in Kamitori Y, et al. J Organic Chemistry 1988; 53: 129-135) under nitrogen, and the mixture was stirred at room temperature for one hour. The mixture was heated at 80° C. for 18 hours. TLC...